From a dataset of the Open Reaction Database (ORD), a public repository of structured organic reaction records. describe an organic reaction: reactants, conditions, products, and yield The reactants are O=CO, COC(=O)C1CC(Oc2cc3c(Nc4cccc(Cl)c4F)ncnc3cc2OC)CN1C(=O)OC(C)(C)C. The product is COC(=O)C1CC(Oc2cc3c(Nc4cccc(Cl)c4F)ncnc3cc2OC)CN1C. RXN SMILES: [CH:39]([OH:40])=[O:41].[Cl:1][c:2]1[c:3]([F:38])[c:4]([NH:5][c:6]2[n:7][cH:8][n:9][c:10]3[cH:11][c:12]([O:33][CH3:34])[c:13]([O:16][CH:17]4[CH2:18][CH:19]([C:29](=[O:30])[O:31][CH3:32])[N:20]([C:22]([O:23][C:24]([CH3:25])([CH3:26])[CH3:27])=[O:28])[CH2:21]4)[cH:14][c:15]23)[cH:35][cH:36][cH:37]1>>[Cl:1][c:2]1[c:3]([F:38])[c:4]([NH:5][c:6]2[n:7][cH:8][n:9][c:10]3[cH:11][c:12]([O:33][CH3:34])[c:13]([O:16][CH:17]4[CH2:18][CH:19]([C:29](=[O:30])[O:31][CH3:32])[N:20]([CH3:22])[CH2:21]4)[cH:14][c:15]23)[cH:35][cH:36][cH:37]1. The reactants are CCN, O, [Pd], O=Cc1cccnc1. The product is CCNC(=O)c1cccnc1. RXN SMILES: [CH3:9][CH2:10][NH2:11].[O:12].[Pd:13].[n:1]1[cH:2][c:3]([CH:7]=[O:8])[cH:4][cH:5][cH:6]1>>[n:1]1[cH:2][c:3]([C:7](=[O:8])[NH:11][CH2:10][CH3:9])[cH:4][cH:5][cH:6]1.